This data is from the Open Reaction Database (ORD), a public repository of structured organic reaction records. The task is: describe an organic reaction: reactants, conditions, products, and yield Run at time 2.5 hour. The product is C(CCCC)C1=C(C(=C(C=C1)B(O)O)F)F (4-n-Pentyl-2,3-difluorophenyl boronic acid). As a reaction SMILES: C([Li])CCC.[F:6][C:7]1[C:12]([F:13])=[CH:11][CH:10]=[CH:9][C:8]=1[CH2:14][CH2:15][CH2:16][CH2:17][CH3:18].[B:19](OC(C)C)([O:24]C(C)C)[O:20]C(C)C.Cl>C1COCC1>[CH2:14]([C:8]1[CH:9]=[CH:10][C:11]([B:19]([OH:24])[OH:20])=[C:12]([F:13])[C:7]=1[F:6])[CH2:15][CH2:16][CH2:17][CH3:18]. Procedure details: n-Butyllithium (10 cm3, 10M in hexanes, 0.1 mol) was added dropwise to a stirred, cooled (-78° C.) solution of the compound from Example 22 (17.3 g, 94 m mol) in dry THF (250 cm3) under an atmosphere of dry nitrogen. The reaction mixture was stirred (2.5 h) then a previously cooled (-78° C.) solution of triisopropyl borate (35.7 g, 0.19 mol) in dry THF (70 cm3) added dropwise at -78° C. The reaction mixture was allowed to warm to room temperature overnight then stirred (1h) with hydrochloric aci... The reactants are FC1=C(C=CC=C1F)CCCCC (2,3-Difluoro-1-pentylbenzene), B(OC(C)C)(OC(C)C)OC(C)C (triisopropyl borate), C(CCC)[Li] (n-Butyllithium), ( 1h ), Cl (hydrochloric acid). The solvent is C1CCOC1 (THF), C1CCOC1 (THF). The reactants are CP(O)(=O)C(C)OC1=C(C=CC(=C1)OC1=C(C=C(C=C1)C(F)(F)F)Cl)[N+](=O)[O-] (P-methyl-α-[2-nitro-5-(2-chloro-4-trifluoromethylphenoxy)phenoxy]ethylphosphinic acid), BrCC(=O)OCC (ethyl bromoacetate). Yields the product CP(OCC(=O)OCC)(=O)C(C)OC1=C(C=CC(=C1)OC1=C(C=C(C=C1)C(F)(F)F)Cl)[N+](=O)[O-] (ethoxycarbonylmethyl P-methyl-α-[2-nitro-5-(2-chloro-4-trifluoromethylphenoxy)phenoxy]ethylphosphinate). RXN SMILES: [CH3:1][P:2]([CH:5]([O:7][C:8]1[CH:13]=[C:12]([O:14][C:15]2[CH:20]=[CH:19][C:18]([C:21]([F:24])([F:23])[F:22])=[CH:17][C:16]=2[Cl:25])[CH:11]=[CH:10][C:9]=1[N+:26]([O-:28])=[O:27])[CH3:6])(=[O:4])[OH:3].Br[CH2:30][C:31]([O:33][CH2:34][CH3:35])=[O:32]>>[CH3:1][P:2]([CH:5]([O:7][C:8]1[CH:13]=[C:12]([O:14][C:15]2[CH:20]=[CH:19][C:18]([C:21]([F:22])([F:24])[F:23])=[CH:17][C:16]=2[Cl:25])[CH:11]=[CH:10][C:9]=1[N+:26]([O-:28])=[O:27])[CH3:6])(=[O:3])[O:4][CH2:30][C:31]([O:33][CH2:34][CH3:35])=[O:32]. Reported procedure: In the same way, P-methyl-α-[2-nitro-5-(2-chloro-4-trifluoromethylphenoxy)phenoxy]ethylphosphinic acid and ethyl bromoacetate are reacted together to give ethoxycarbonylmethyl P-methyl-α-[2-nitro-5-(2-chloro-4-trifluoromethylphenoxy)phenoxy]ethylphosphinate. Reactants: BrB(Br)Br, O=C([O-])O, COc1ccc(C2c3cncn3CCC2(C)C)cc1, ClCCl, [Na+]. RXN SMILES: [B:20]([Br:21])([Br:22])[Br:23].[C:24](=[O:25])([O-:26])[OH:27].[CH3:1][O:2][c:3]1[cH:4][cH:5][c:6]([CH:9]2[c:10]3[n:11]([cH:17][n:18][cH:19]3)[CH2:12][CH2:13][C:14]2([CH3:15])[CH3:16])[cH:7][cH:8]1.[Cl:29][CH2:30][Cl:31].[Na+:28]>>[OH:2][c:3]1[cH:4][cH:5][c:6]([CH:9]2[c:10]3[n:11]([cH:17][n:18][cH:19]3)[CH2:12][CH2:13][C:14]2([CH3:15])[CH3:16])[cH:7][cH:8]1. Product: CC1(C)CCn2cncc2C1c1ccc(O)cc1.